This data is from the Open Reaction Database (ORD), a public repository of structured organic reaction records. The task is: describe an organic reaction: reactants, conditions, products, and yield Reactants: BrC=1C=C(C=CC1OC1CCCCC1)C=1C=C(N=NC1CCCC)O (5-(3-bromo-4-cyclohexyloxy-phenyl)-6-butyl-pyridazin-3-ol), O=P(Cl)(Cl)Cl (POCl3). Reaction conditions: temperature 70 celsius, time 2 hour. The product is BrC=1C=C(C=CC1OC1CCCCC1)C1=C(N=NC(=C1)Cl)CCCC (4-(3-bromo-4-cyclohexyloxy-phenyl)-3-butyl-6-chloro-pyridazine). As a reaction SMILES: [Br:1][C:2]1[CH:3]=[C:4]([C:15]2[CH:16]=[C:17](O)[N:18]=[N:19][C:20]=2[CH2:21][CH2:22][CH2:23][CH3:24])[CH:5]=[CH:6][C:7]=1[O:8][CH:9]1[CH2:14][CH2:13][CH2:12][CH2:11][CH2:10]1.O=P(Cl)(Cl)[Cl:28]>>[Br:1][C:2]1[CH:3]=[C:4]([C:15]2[CH:16]=[C:17]([Cl:28])[N:18]=[N:19][C:20]=2[CH2:21][CH2:22][CH2:23][CH3:24])[CH:5]=[CH:6][C:7]=1[O:8][CH:9]1[CH2:14][CH2:13][CH2:12][CH2:11][CH2:10]1. Procedure details: A suspension of 5-(3-bromo-4-cyclohexyloxy-phenyl)-6-butyl-pyridazin-3-ol (4.18 mmol, 1.7 g) in POCl3 (20 mL) was kept stirring at 70° C. for 2 h. The reaction mixture was concentrated, to the residue water was added, extracted with ethyl acetate washed with sat NaHCO3 solution, water, brine, dried and concentrated under reduced pressure. The resultant residue was purified by silica gel flash chromatography using a mixture of hexanes in ethyl acetate (9:1) to provide 4-(3-bromo-4-cyclohexyloxy-p... Starting materials: [H-].[Al+3].[Li+].[H-].[H-].[H-] (lithium aluminum hydride), C1(=CC=CC=C1)[C@@H](CC#N)O ((R)-3-phenyl-3-hydroxypropanenitrile). Solvent: C1CCOC1 (THF), C1CCOC1 (THF). Yields the product C1(=CC=CC=C1)[C@@H](CCN)O ((R)-3-phenyl-3-hydroxypropylamine). Reaction SMILES: [H-].[Al+3].[Li+].[H-].[H-].[H-].[C:7]1([C@H:13]([OH:17])[CH2:14][C:15]#[N:16])[CH:12]=[CH:11][CH:10]=[CH:9][CH:8]=1>C1COCC1>[C:7]1([C@H:13]([OH:17])[CH2:14][CH2:15][NH2:16])[CH:12]=[CH:11][CH:10]=[CH:9][CH:8]=1 |f:0.1.2.3.4.5|. Reported procedure: To a stirring suspension of lithium aluminum hydride in dry THF at 0° C. was added a solution of (R)-3-phenyl-3-hydroxypropanenitrile in dry THF under nitrogen. The ice bath was removed and then the reaction mixture was refluxed for 2 h. Excess lithium aluminum hydride was destroyed by adding H2O and EtOAc. The white precipitate obtained was filtered and washed with MeOH. The combined filtrate was concentrated to give (R)-3-phenyl-3-hydroxypropylamine.